From a dataset of the Open Reaction Database (ORD), a public repository of structured organic reaction records. describe an organic reaction: reactants, conditions, products, and yield The reactants are C(C)(C)(C)OC(=O)NCCCOC1=C(C(=O)NC2=C(C=C(C(=O)N(C3=C(C=C(C=C3)C)OCCCCCC(=O)N3CCC(CC3)=O)C)C=C2)OC)C=CC=C1 (4-[2-[(3-tert-butoxycarbonylaminoprop-1-yl)oxy]benzoyl]amino-3-methoxy-N-methyl-N-[2-[5-(4-oxopiperidin-1-yl)carbonylpent-1-yl]oxy-4-methylphenyl]benzamide), C(C)(=O)[O-].[NH4+] (ammonium acetate), [OH-].[Na+] (sodium hydroxide), C(#N)[BH3-].[Na+] (sodium cyanoborohydride). Run in CO (methanol), C(C)(=O)O (acetic acid). Reaction conditions: time 12 hour. Yields the product C(C)(C)(C)OC(=O)NCCCOC1=C(C(=O)NC2=C(C=C(C(=O)N(C3=C(C=C(C=C3)C)OCCCCCC(=O)N3CCC(CC3)N)C)C=C2)OC)C=CC=C1 (4-[2-[(3-tert-butoxycarbonylaminoprop-1-yl)oxy]benzoyl]amino-3-methoxy-N-methyl-N-[2-[5-(4-aminopiperidin-1-yl)carbonylpent-1-yl]oxy-4-methylphenyl]benzamide). Isolated yield 36.4%. Reaction SMILES: [C:1]([O:5][C:6]([NH:8][CH2:9][CH2:10][CH2:11][O:12][C:13]1[CH:55]=[CH:54][CH:53]=[CH:52][C:14]=1[C:15]([NH:17][C:18]1[CH:49]=[CH:48][C:21]([C:22]([N:24]([CH3:47])[C:25]2[CH:30]=[CH:29][C:28]([CH3:31])=[CH:27][C:26]=2[O:32][CH2:33][CH2:34][CH2:35][CH2:36][CH2:37][C:38]([N:40]2[CH2:45][CH2:44][C:43](=O)[CH2:42][CH2:41]2)=[O:39])=[O:23])=[CH:20][C:19]=1[O:50][CH3:51])=[O:16])=[O:7])([CH3:4])([CH3:3])[CH3:2].C([O-])(=O)C.[NH4+].C([BH3-])#[N:62].[Na+].[OH-].[Na+]>CO.C(O)(=O)C>[C:1]([O:5][C:6]([NH:8][CH2:9][CH2:10][CH2:11][O:12][C:13]1[CH:55]=[CH:54][CH:53]=[CH:52][C:14]=1[C:15]([NH:17][C:18]1[CH:49]=[CH:48][C:21]([C:22]([N:24]([CH3:47])[C:25]2[CH:30]=[CH:29][C:28]([CH3:31])=[CH:27][C:26]=2[O:32][CH2:33][CH2:34][CH2:35][CH2:36][CH2:37][C:38]([N:40]2[CH2:45][CH2:44][CH:43]([NH2:62])[CH2:42][CH2:41]2)=[O:39])=[O:23])=[CH:20][C:19]=1[O:50][CH3:51])=[O:16])=[O:7])([CH3:3])([CH3:2])[CH3:4] |f:1.2,3.4,5.6|. Procedure: To a mixture of 4-[2-[(3-tert-butoxycarbonylaminoprop-1-yl)oxy]benzoyl]amino-3-methoxy-N-methyl-N-[2-[5-(4-oxopiperidin-1-yl)carbonylpent-1-yl]oxy-4-methylphenyl]benzamide (250 mg), ammonium acetate (51 mg) and acetic acid (0.5 ml) in methanol (10 ml) was added sodium cyanoborohydride (21 mg) at 0° C. and the mixture was stirred at ambient temperature for 12 hours. The mixture was poured into ice-cooled 1N aqueous sodium hydroxide solution (15 ml) and the solution was extracted with chloroform (... Reactants: COC(CCCCCCCCC=C)OC (11,11-dimethoxyundec-1-ene), C(C)O[SiH](OCC)OCC (triethoxysilane). Reagents/catalysts: Karstedt catalyst. Reaction conditions: time 3 hour. Product: COC(CCCCCCCCCC[Si](OCC)(OCC)OCC)OC ((11,11-dimethoxyun-decyl)triethoxysilane). Yield: 65.2%. RXN SMILES: [CH3:1][O:2][CH:3]([O:14][CH3:15])[CH2:4][CH2:5][CH2:6][CH2:7][CH2:8][CH2:9][CH2:10][CH2:11][CH:12]=[CH2:13].[CH2:16]([O:18][SiH:19]([O:23][CH2:24][CH3:25])[O:20][CH2:21][CH3:22])[CH3:17]>>[CH3:15][O:14][CH:3]([O:2][CH3:1])[CH2:4][CH2:5][CH2:6][CH2:7][CH2:8][CH2:9][CH2:10][CH2:11][CH2:12][CH2:13][Si:19]([O:23][CH2:24][CH3:25])([O:20][CH2:21][CH3:22])[O:18][CH2:16][CH3:17]. Procedure details: 36.39 g of 11,11-dimethoxyundec-1-ene (7) obtained above in the first stage (170 mmol) are dissolved in 31.025 g of 97% triethoxysilane (34.86 ml, 183 mmol, 1.08 eq.). Subsequently, 0.424 g (0.45 mmol, 0.0026 eq.) of Karstedt catalyst is added very slowly. After stirring at ambient temperature for 3 hours, the crude reaction product is purified by distillation to give 41.88 g of a colorless liquid (yield of 65%) melting at a temperature of 115°-120° C. (at a pressure of 10−2 mm of mercury). Reactants: COC=1C=C2C(=CC=NC2=CC1OC)O (6,7-Dimethoxy-4-hydroxyquinoline), BrCCCN1C(C=2C(C1=O)=CC=CC2)=O (N-(3-bromopropyl)phthalimide), C([O-])([O-])=O.[K+].[K+] (potassium carbonate), CN(C)C=O.CN(C=O)C (DMF dimethylformamide). Solvent: O1CCCC1 (tetrahydrofuran), C(C)(=O)OCC (ethyl acetate), O (Water). The product is COC=1C=C2C(=CC=NC2=CC1OC)OCCCN1C(C=2C(C1=O)=CC=CC2)=O (N-(3-(6,7-dimethoxyquinolin-4-yloxy)propyl)phthalimide). The yield is 14.4%. RXN SMILES: [CH3:1][O:2][C:3]1[CH:4]=[C:5]2[C:10](=[CH:11][C:12]=1[O:13][CH3:14])[N:9]=[CH:8][CH:7]=[C:6]2[OH:15].Br[CH2:17][CH2:18][CH2:19][N:20]1[C:24](=[O:25])[C:23]2=[CH:26][CH:27]=[CH:28][CH:29]=[C:22]2[C:21]1=[O:30].C(=O)([O-])[O-].[K+].[K+].CN(C=O)C.CN(C)C=O>O1CCCC1.C(OCC)(=O)C.O>[CH3:1][O:2][C:3]1[CH:4]=[C:5]2[C:10](=[CH:11][C:12]=1[O:13][CH3:14])[N:9]=[CH:8][CH:7]=[C:6]2[O:15][CH2:17][CH2:18][CH2:19][N:20]1[C:24](=[O:25])[C:23]2=[CH:26][CH:27]=[CH:28][CH:29]=[C:22]2[C:21]1=[O:30] |f:2.3.4,5.6|. Reported procedure: 6,7-Dimethoxy-4-hydroxyquinoline (4.0 g, 19.5 mM), N-(3-bromopropyl)phthalimide (5.8 g, 21.5 mM), potassium carbonate (5.4 g, 39 mM) and DMF dimethylformamide (20 ml) were stirred at 60° C. for 1.5 hours. Water, ethyl acetate and tetrahydrofuran were added to the reaction solution for extraction. The solid which precipitated after standing for a period was filtered out to obtain N-(3-(6,7-dimethoxyquinolin-4-yloxy)propyl)phthalimide (1.1 g). Reactants: C(C)[C@@H](C(=O)[O-])S(=O)(=NC(=O)C=1C=NC=C(C1)C#CC1=CC(=CC=C1)NC(=O)C=1OC=CC1C)C1=CC=CC=C1 ((S)-Ethyl(N-{[5-({3-[(3-methyl-2-furoyl)amino]phenyl}ethynyl)pyridin-3-yl]carbonyl}-S-phenylsulfonimidoyl)acetate), OC1CCNCC1 (4-hydroxypiperidine). Product: OC1CCN(CC1)C(C[S@@](=NC(C1=CN=CC(=C1)C#CC1=CC(=CC=C1)NC(=O)C=1OC=CC1C)=O)(C1=CC=CC=C1)=O)=O ((S)-N-{[2-(4-hydroxypiperidin-1-yl)-2-oxoethyl](oxido)phenyl--sulfanylidene}-5-({3-[(3-methyl-2-furoyl)amino]phenyl}ethynyl)nicotinamide). RXN SMILES: C([C@H:3]([S:7]([C:35]1[CH:40]=[CH:39][CH:38]=[CH:37][CH:36]=1)(=[N:9][C:10]([C:12]1[CH:13]=[N:14][CH:15]=[C:16]([C:18]#[C:19][C:20]2[CH:25]=[CH:24][CH:23]=[C:22]([NH:26][C:27]([C:29]3[O:30][CH:31]=[CH:32][C:33]=3[CH3:34])=[O:28])[CH:21]=2)[CH:17]=1)=[O:11])=[O:8])[C:4]([O-])=[O:5])C.[OH:41][CH:42]1[CH2:47][CH2:46][NH:45][CH2:44][CH2:43]1>>[OH:41][CH:42]1[CH2:47][CH2:46][N:45]([C:4](=[O:5])[CH2:3][S@:7](=[O:8])([C:35]2[CH:36]=[CH:37][CH:38]=[CH:39][CH:40]=2)=[N:9][C:10](=[O:11])[C:12]2[CH:17]=[C:16]([C:18]#[C:19][C:20]3[CH:25]=[CH:24][CH:23]=[C:22]([NH:26][C:27]([C:29]4[O:30][CH:31]=[CH:32][C:33]=4[CH3:34])=[O:28])[CH:21]=3)[CH:15]=[N:14][CH:13]=2)[CH2:44][CH2:43]1. Reported procedure: In a manner similar to that described in Example 534, (S)-Ethyl(N-{[5-({3-[(3-methyl-2-furoyl)amino]phenyl}ethynyl)pyridin-3-yl]carbonyl}-S-phenylsulfonimidoyl)acetate and 4-hydroxypiperidine were reacted to give the title compound. The reactants are N1=C(C=CC=C1)OCC1=CC=C(C=C1)CO ((4-(pyridin-2-yloxymethyl)-phenyl)methanol), C1(=CC=CC=C1)P(C1=CC=CC=C1)C1=CC=CC=C1 (triphenylphosphine), C(Cl)(Cl)(Cl)Cl (carbon tetrachloride). The product is ClCC1=CC=C(COC2=NC=CC=C2)C=C1 (2-(4-Chloromethyl-benzyloxy)-pyridine). Isolated yield 51.1%. RXN SMILES: [N:1]1[CH:6]=[CH:5][CH:4]=[CH:3][C:2]=1[O:7][CH2:8][C:9]1[CH:14]=[CH:13][C:12]([CH2:15]O)=[CH:11][CH:10]=1.C1(P(C2C=CC=CC=2)C2C=CC=CC=2)C=CC=CC=1.C(Cl)(Cl)(Cl)[Cl:37]>>[Cl:37][CH2:15][C:12]1[CH:13]=[CH:14][C:9]([CH2:8][O:7][C:2]2[CH:3]=[CH:4][CH:5]=[CH:6][N:1]=2)=[CH:10][CH:11]=1. Reported procedure: A mixture of (4-(pyridin-2-yloxymethyl)-phenyl)methanol (540 mg, 2.51 mmol) described in Manufacturing Example 2-1-1, triphenylphosphine (856 mg, 3.27 mmol) and carbon tetrachloride (10.8 g, 10.2 mmol) was stirred under reflux for 2 hours and 10 minutes. The reaction solution was cooled to room temperature, and concentrated under a reduced pressure. The residue was purified by silica gel column chromatography (heptane:acetic acid=8:1) to obtain the title compound (300 mg, 51.1%). The reactants are NCCN[C@@H]1CC[C@H](CC1)CC(=O)N[C@@H]1B(OC2=C(C1)C=CC=C2C(=O)O)O ((R)-3-(2-(trans-4-(2-aminoethylamino)cyclohexyl)acetamido)-2-hydroxy-3,4-dihydro-2H-benzo[e][1,2]oxaborinine-8-carboxylic acid), C1(CC1)C=O (cyclopropanecarbaldehyde). Product: C1(CC1)CN(CCN[C@@H]1CC[C@H](CC1)CC(=O)N[C@@H]1B(OC2=C(C1)C=CC=C2C(=O)O)O)CC2CC2 ((R)-3-(2-(trans-4-(2-(bis(cyclopropylmethyl)amino)ethylamino)cyclohexyl)acetamido)-2-hydroxy-3,4-dihydro-2H-benzo[e][1,2]oxaborinine-8-carboxylic acid). Reaction SMILES: [NH2:1][CH2:2][CH2:3][NH:4][C@H:5]1[CH2:10][CH2:9][C@H:8]([CH2:11][C:12]([NH:14][C@H:15]2[CH2:20][C:19]3[CH:21]=[CH:22][CH:23]=[C:24]([C:25]([OH:27])=[O:26])[C:18]=3[O:17][B:16]2[OH:28])=[O:13])[CH2:7][CH2:6]1.[CH:29]1([CH:32]=O)[CH2:31][CH2:30]1>>[CH:29]1([CH2:32][N:1]([CH2:32][CH:29]2[CH2:31][CH2:30]2)[CH2:2][CH2:3][NH:4][C@H:5]2[CH2:10][CH2:9][C@H:8]([CH2:11][C:12]([NH:14][C@H:15]3[CH2:20][C:19]4[CH:21]=[CH:22][CH:23]=[C:24]([C:25]([OH:27])=[O:26])[C:18]=4[O:17][B:16]3[OH:28])=[O:13])[CH2:7][CH2:6]2)[CH2:31][CH2:30]1. Procedure details: Prepared from (R)-3-(2-(trans-4-(2-aminoethylamino)cyclohexyl)acetamido)-2-hydroxy-3,4-dihydro-2H-benzo[e][1,2]oxaborinine-8-carboxylic acid and cyclopropanecarbaldehyde following the procedure described in Example 71. The product was purified using reverse phase HPLC to afford the titled compound. ESI-MS m/z 498 (MH)+.